Dataset: the Open Reaction Database (ORD), a public repository of structured organic reaction records. Task: describe an organic reaction: reactants, conditions, products, and yield Reactants: O.[SH-].[Na+] (sodium hydrosulphide hydrate), BrC1=NC(=CC=C1)C(=O)C1=CC=C(C=C1)C (2-bromo-6-(4-toluoyl)pyridine), O (water). The solvent is C(CO)O (ethylene glycol). Run at temperature 110 celsius. The product is C1(=CC=C(C=C1)C(=O)C1=CC=CC(=N1)S)C (6-(4-toluoyl)pyridine-2-thiol). The yield is 43.6%. As a reaction SMILES: O.[SH-:2].[Na+].Br[C:5]1[CH:10]=[CH:9][CH:8]=[C:7]([C:11]([C:13]2[CH:18]=[CH:17][C:16]([CH3:19])=[CH:15][CH:14]=2)=[O:12])[N:6]=1.O>C(O)CO>[C:16]1([CH3:19])[CH:17]=[CH:18][C:13]([C:11]([C:7]2[N:6]=[C:5]([SH:2])[CH:10]=[CH:9][CH:8]=2)=[O:12])=[CH:14][CH:15]=1 |f:0.1.2|. Reported procedure: To a stirred solution of sodium hydrosulphide hydrate (22.0 g) in ethylene glycol (100 ml) at 100° C. was added 2-bromo-6-(4-toluoyl)pyridine (27.6 g) in portions. The mixture was then heated at 110° C. for 3 hours, allowed to cool and then poured into water (600 ml). The yellow precipitate of the by-product 6-(4-methylbenzyl)pyridine-2-thiol was filtered off and the filtrate was acidified by the addition of glacial acetic acid (10 ml). The resultant orange solid was then filtered off and well w... Starting materials: CCCCCC=CCC=CCC=CCC=CCCCC(=O)NC(COP(=O)(O)O)C(=O)O, COC(=O)C(N)C(C)O, Cl. The product is CCCCCC=CCC=CCC=CCC=CCCCC(=O)NC(C(=O)O)C(C)OP(=O)(O)O. As a reaction SMILES: [C:1]([CH2:2][CH2:3][CH2:4][CH:5]=[CH:6][CH2:7][CH:8]=[CH:9][CH2:10][CH:11]=[CH:12][CH2:13][CH:14]=[CH:15][CH2:16][CH2:17][CH2:18][CH2:19][CH3:20])(=[O:21])[NH:22][CH:23]([CH2:24][O:25][P:26](=[O:27])([OH:28])[OH:29])[C:30](=[O:31])[OH:32].[CH3:34][O:35][C:36](=[O:37])[CH:38]([CH:39]([CH3:40])[OH:41])[NH2:42].[ClH:33]>>[C:1]([CH2:2][CH2:3][CH2:4][CH:5]=[CH:6][CH2:7][CH:8]=[CH:9][CH2:10][CH:11]=[CH:12][CH2:13][CH:14]=[CH:15][CH2:16][CH2:17][CH2:18][CH2:19][CH3:20])(=[O:21])[NH:22][CH:23]([CH:24]([O:25][P:26](=[O:27])([OH:28])[OH:29])[CH3:34])[C:30](=[O:31])[OH:32].